Task: describe an organic reaction: reactants, conditions, products, and yield. Dataset: the Open Reaction Database (ORD), a public repository of structured organic reaction records Starting materials: C(C)(C)(C)OC(=O)N1CCN(CC1)C1=CC(NC2=CC(=CC=C12)Cl)=O (4-[4-(tert-Butoxycarbonyl)piperazin-1-yl]-7-chloroquinol-2-one), [H-].[Na+] (sodium hydride), N-phenyl(trifluoromethylsulfon)imide, C(CC)N (propylamine). Product: C(C)(C)(C)OC(=O)N1CCN(CC1)C1=CC(=NC2=CC(=CC=C12)Cl)NCCC (4-[4-(tert-Butoxycarbonyl)piperazin-1-yl]-7-chloro-2-(n-propylamino)quinoline). Reaction SMILES: [C:1]([O:5][C:6]([N:8]1[CH2:13][CH2:12][N:11]([C:14]2[C:23]3[C:18](=[CH:19][C:20]([Cl:24])=[CH:21][CH:22]=3)[NH:17][C:16](=O)[CH:15]=2)[CH2:10][CH2:9]1)=[O:7])([CH3:4])([CH3:3])[CH3:2].[H-].[Na+].[CH2:28]([NH2:31])[CH2:29][CH3:30]>>[C:1]([O:5][C:6]([N:8]1[CH2:13][CH2:12][N:11]([C:14]2[C:23]3[C:18](=[CH:19][C:20]([Cl:24])=[CH:21][CH:22]=3)[N:17]=[C:16]([NH:31][CH2:28][CH2:29][CH3:30])[CH:15]=2)[CH2:10][CH2:9]1)=[O:7])([CH3:4])([CH3:3])[CH3:2] |f:1.2|. Procedure details: 4-[4-(tert-Butoxycarbonyl)piperazin-1-yl]-7-chloroquinol-2-one (150 mg, 0.41 mmol), sodium hydride (15 mg, 0.6 mmol), N-phenyl(trifluoromethylsulfon)imide (208 mg, 0.58 mmol), and propylamine (0.14 mL, 1.65 mmol) are treated according to method E yielding the title product. Starting materials: C(=O)([O-])[O-].[K+].[K+] (K2CO3), BrC=1SC(=C(N1)C(NC=1C=NN(C1N1CC[C@@H](CCC1)NC(C(F)(F)F)=O)C)=O)NC(OC(C)(C)C)=O ((R)-tert-butyl 2-bromo-4-(1-methyl-5-(4-(2,2,2-trifluoroacetamido)-azepan-1-yl)-1H-pyrazol-4-ylcarbamoyl)thiazol-5-ylcarbamate), C(=O)([O-])[O-].[Na+].[Na+] (Na2CO3), ClC1=C(C=C(C=C1)Cl)B(O)O (2,5-dichlorobenzeneboronic acid). Reagents/catalysts: C1=CC=C(C=C1)P([C-]2C=CC=C2)C3=CC=CC=C3.C1=CC=C(C=C1)P([C-]2C=CC=C2)C3=CC=CC=C3.Cl[Pd]Cl.[Fe+2] ([1,1′-Bis(diphenylphosphino)ferrocene]dichloro-palladium(II)). Run in CO.O (MeOH water), COCCOC (DME), O (water). Run at temperature 130 celsius, time 6 hour. Yields the product NC1=C(N=C(S1)C1=C(C=CC(=C1)Cl)Cl)C(=O)NC=1C=NN(C1N1CC[C@@H](CCC1)N)C ((R)-5-amino-N-(5-(4-aminoazepan-1-yl)-1-methyl-1H-pyrazol-4-yl)-2-(2,5-dichlorophenyl)thiazole-4-carboxamide). Yield: 12.5%. Reaction SMILES: Br[C:2]1[S:3][C:4]([NH:30]C(=O)OC(C)(C)C)=[C:5]([C:7](=[O:29])[NH:8][C:9]2[CH:10]=[N:11][N:12]([CH3:28])[C:13]=2[N:14]2[CH2:20][CH2:19][CH2:18][C@@H:17]([NH:21]C(=O)C(F)(F)F)[CH2:16][CH2:15]2)[N:6]=1.C([O-])([O-])=O.[Na+].[Na+].[Cl:44][C:45]1[CH:50]=[CH:49][C:48]([Cl:51])=[CH:47][C:46]=1B(O)O.C([O-])([O-])=O.[K+].[K+]>COCCOC.O.CO.O.C1C=CC(P(C2C=CC=CC=2)[C-]2C=CC=C2)=CC=1.C1C=CC(P(C2C=CC=CC=2)[C-]2C=CC=C2)=CC=1.Cl[Pd]Cl.[Fe+2]>[NH2:30][C:4]1[S:3][C:2]([C:49]2[CH:50]=[C:45]([Cl:44])[CH:46]=[CH:47][C:48]=2[Cl:51])=[N:6][C:5]=1[C:7]([NH:8][C:9]1[CH:10]=[N:11][N:12]([CH3:28])[C:13]=1[N:14]1[CH2:20][CH2:19][CH2:18][C@@H:17]([NH2:21])[CH2:16][CH2:15]1)=[O:29] |f:1.2.3,5.6.7,10.11,12.13.14.15|. Reported procedure: A mixture of (R)-tert-butyl 2-bromo-4-(1-methyl-5-(4-(2,2,2-trifluoroacetamido)-azepan-1-yl)-1H-pyrazol-4-ylcarbamoyl)thiazol-5-ylcarbamate (122 mg, 0.20 mmol), Na2CO3 (42 mg, 0.40 mmol) and 2,5-dichlorobenzeneboronic acid (38 mg, 0.20 mmol) in DME (1.5 mL) and water (0.5 mL) was degassed by gently bubbling nitrogen through the mixture for 15 min. [1,1′-Bis(diphenylphosphino)ferrocene]dichloro-palladium(II) (16 mg, 0.020 mmol) was added and the mixture degassed for a further 10 min before being ... As a reaction SMILES: [F:1][C:2]1[CH:7]=[CH:6][C:5]([C:8]2[N:9]=[C:10]([C:23]3[CH:28]=[CH:27][CH:26]=[CH:25][CH:24]=3)[NH:11][C:12]=2[C:13]2[CH:18]=[CH:17][N:16]=[C:15](S(C)(=O)=O)[N:14]=2)=[CH:4][CH:3]=1.[BH4-].[Na+].Cl.C(=O)([O-])O.[Na+]>C(O)C>[F:1][C:2]1[CH:3]=[CH:4][C:5]([C:8]2[N:9]=[C:10]([C:23]3[CH:28]=[CH:27][CH:26]=[CH:25][CH:24]=3)[NH:11][C:12]=2[C:13]2[CH:18]=[CH:17][N:16]=[CH:15][N:14]=2)=[CH:6][CH:7]=1 |f:1.2,4.5|. The reactants are FC1=CC=C(C=C1)C=1N=C(NC1C1=NC(=NC=C1)S(=O)(=O)C)C1=CC=CC=C1 (4-(4-(4-fluorophenyl)-2-phenyl-1H-imidazol-5-yl)-2-(methylsulfonyl)pyrimidine), FC1=CC=C(C=C1)C=1N=C(NC1C1=NC(=NC=C1)S(=O)(=O)C)C1=CC=CC=C1 (4-(4-(4-fluorophenyl)-2-phenyl-1H-imidazol-5-yl)-2-(methylsulfonyl)pyrimidine), [BH4-].[Na+] (sodium borohydride), Cl (hydrochloric acid), C(O)([O-])=O.[Na+] (sodium hydrogen carbonate). Reaction conditions: time 8 hour. Yields the product title compound, FC1=CC=C(C=C1)C=1N=C(NC1C1=NC=NC=C1)C1=CC=CC=C1 (4-(4-(4-fluorophenyl)-2-phenyl-1H-imidazol-5-yl)pyrimidine). The solvent is C(C)O (ethanol). Procedure: To a suspension of 4-(4-(4-fluorophenyl)-2-phenyl-1H-imidazol-5-yl)-2-(methylsulfonyl)pyrimidine, 76 (0.50 g) in ethanol (20 mL) was added in portions, sodium borohydride (0.28 g). After stirring overnight, hydrochloric acid (20 mL, 0.5 M) is added and the solution is allowed to stir for 30 min, whereupon, the solution is neutralized with saturated aqueous sodium hydrogen carbonate and extracted with dichloromethane. The combined organic phases are washed with water and brine, dried over sodium ...